Dataset: the Open Reaction Database (ORD), a public repository of structured organic reaction records. Task: describe an organic reaction: reactants, conditions, products, and yield Reactants: C([O-])(O)=O.[Na+] (sodium bicarbonate), COC1=C(C(=O)O)C=CC(=C1)C(N(C1=C(C=C(C=C1)C)OCCCCCC(=O)N1CCN(CC1)C)C)=O (2-methoxy-4-[N-methyl-N-[4-methyl-2-[5-(4-methylpiperazin-1-yl)carbonylpent-1-yloxy]phenyl]-carbamoyl]benzoic acid), Cl.C(C)N=C=NCCCN(C)C (1-ethyl-3-(3-dimethylaminopropyl)carbodiimide hydrochloride), ON1N=NC2=C1C=CC=C2 (N-hydroxybenzotriazole), NC1=CC=CC=2NC(=NC21)CN2CCN(CC2)C (4-amino-2-[(4-methylpiperazin-1-yl)methyl]-1H-benzimidazole). Run in CN(C=O)C (N,N-dimethylformamide). Reaction conditions: time 15 hour. The product is COC=1C=C(C(=O)N(C2=C(C=C(C=C2)C)OCCCCCC(=O)N2CCN(CC2)C)C)C=CC1C(NC1=CC=CC=2NC(=NC21)CN2CCN(CC2)C)=O (3-methoxy-N-methyl-N-[4-methyl-2-[5-(4-methylpiperazin-1-yl)carbonylpent-1-yloxy]phenyl]-4-[2-[(4-methylpiperazin-1-yl)methyl]-1H-benzimidazol-4-yl]carbamoylbenzamide). Isolated yield 36.0%. Reaction SMILES: [CH3:1][O:2][C:3]1[CH:11]=[C:10]([C:12](=[O:37])[N:13]([CH3:36])[C:14]2[CH:19]=[CH:18][C:17]([CH3:20])=[CH:16][C:15]=2[O:21][CH2:22][CH2:23][CH2:24][CH2:25][CH2:26][C:27]([N:29]2[CH2:34][CH2:33][N:32]([CH3:35])[CH2:31][CH2:30]2)=[O:28])[CH:9]=[CH:8][C:4]=1[C:5](O)=[O:6].Cl.C(N=C=NCCCN(C)C)C.ON1C2C=CC=CC=2N=N1.[NH2:60][C:61]1[C:69]2[N:68]=[C:67]([CH2:70][N:71]3[CH2:76][CH2:75][N:74]([CH3:77])[CH2:73][CH2:72]3)[NH:66][C:65]=2[CH:64]=[CH:63][CH:62]=1.C(=O)(O)[O-].[Na+]>CN(C)C=O>[CH3:1][O:2][C:3]1[CH:11]=[C:10]([CH:9]=[CH:8][C:4]=1[C:5](=[O:6])[NH:60][C:61]1[C:69]2[N:68]=[C:67]([CH2:70][N:71]3[CH2:72][CH2:73][N:74]([CH3:77])[CH2:75][CH2:76]3)[NH:66][C:65]=2[CH:64]=[CH:63][CH:62]=1)[C:12]([N:13]([CH3:36])[C:14]1[CH:19]=[CH:18][C:17]([CH3:20])=[CH:16][C:15]=1[O:21][CH2:22][CH2:23][CH2:24][CH2:25][CH2:26][C:27]([N:29]1[CH2:30][CH2:31][N:32]([CH3:35])[CH2:33][CH2:34]1)=[O:28])=[O:37] |f:1.2,5.6|. Procedure details: To a solution of 2-methoxy-4-[N-methyl-N-[4-methyl-2-[5-(4-methylpiperazin-1-yl)carbonylpent-1-yloxy]phenyl]-carbamoyl]benzoic acid (200 mg) in N,N-dimethylformamide (3 ml) at 0° C. were added 1-ethyl-3-(3-dimethylaminopropyl)carbodiimide hydrochloride (97 mg), N-hydroxybenzotriazole (79 mg) and 4-amino-2-[(4-methylpiperazin-1-yl)methyl]-1H-benzimidazole (105 mg) and the mixture was stirred at ambient temperature for 15 hours. The reaction mixture was poured into saturated sodium bicarbonate aqu...